From a dataset of the Open Reaction Database (ORD), a public repository of structured organic reaction records. describe an organic reaction: reactants, conditions, products, and yield The reactants are product, BrC=1C=C(C=CC1)CCC(=O)O (3-(3-bromophenyl)propionic acid), [BH4-].[Na+] (sodium borohydride), solution, [OH-].[Na+] (sodium hydroxide). As a reaction SMILES: [Br:1][C:2]1[CH:3]=[C:4]([CH2:8][CH2:9][C:10](O)=[O:11])[CH:5]=[CH:6][CH:7]=1.[BH4-].[Na+].[OH-].[Na+]>C1COCC1>[Br:1][C:2]1[CH:3]=[C:4]([CH2:8][CH2:9][CH2:10][OH:11])[CH:5]=[CH:6][CH:7]=1 |f:1.2,3.4|. Yields the product BrC=1C=C(C=CC1)CCCO (3-(3-bromophenyl)propan-1-ol). Reported procedure: A suspension of 1.84 g (8 mmol) of 3-(3-bromophenyl)propionic acid and 0.91 g (24 mmol) of sodium borohydride in 20 ml of THF, cooled to 0° C., is admixed in small portions with 3.2 ml (25 mmol) of trifluoroborane-diethyl ether complex. Stirring is continued in the cold for 1 hour, and then at ambient temperature for 16 hours. The reaction mixture is cooled to 0° C. and neutralized to a pH of 7˜8 by adding a 1N solution of aqueous sodium hydroxide. It is concentrated under reduced pressure and t... Conditions: temperature 0 celsius, time 16 hour. Run in C1CCOC1 (THF). Starting materials: COC(CCCCCCC\C=C/CCCCCCCC)=O (oleic acid methyl ester), C(O)CN (ethanolamine). The reagents and catalysts are CCCC[O-].CCCC[O-].CCCC[O-].CCCC[O-].[Ti+4] (titanium tetrabutylate). The product is CCCCCCCC/C=C\CCCCCCCC(=O)NCCO (oleic acid ethanolamide). Reaction SMILES: CO[C:3](=[O:21])[CH2:4][CH2:5][CH2:6][CH2:7][CH2:8][CH2:9][CH2:10]/[CH:11]=[CH:12]\[CH2:13][CH2:14][CH2:15][CH2:16][CH2:17][CH2:18][CH2:19][CH3:20].[CH2:22]([CH2:24][NH2:25])[OH:23]>CCCC[O-].CCCC[O-].CCCC[O-].CCCC[O-].[Ti+4]>[CH3:20][CH2:19][CH2:18][CH2:17][CH2:16][CH2:15][CH2:14][CH2:13]/[CH:12]=[CH:11]\[CH2:10][CH2:9][CH2:8][CH2:7][CH2:6][CH2:5][CH2:4][C:3]([NH:25][CH2:24][CH2:22][OH:23])=[O:21] |f:2.3.4.5.6|. Procedure: As in Example 1, 445.7 g (1.5 mol) of technical grade oleic acid methyl ester (sunflower oil fatty acid, oleic acid content approx. 85%, saponification value 188.8, iodine value 85), 184.2 g (3 mol) of ethanolamine and 5.1 g (0.015 mol, 1 mol-%) of titanium tetrabutylate were reacted under nitrogen and normal pressure at 140° to 150° C. to form oleic acid ethanolamide with removal of methanol by distillation. The excess ethanolamine was then distilled off at 4 hPa/120°-125° C. The temperature wa... The reactants are Cl (hydrochloric acid), C[O-].[Na+] (Sodium methylate), Cl.COCC(=N)N (methoxyacetamidine hydrochloride), ClCC(CC(=O)OCC)=O (ethyl 4-chloroacetoacetate). Solvent: CO (methanol), CCOCC (ether), O (water). Reaction conditions: time 3 hour. The product is ClCC1=CC(=NC(=N1)COC)O (6-(chloromethyl)-4-hydroxy-2-(methoxymethyl)pyrimidine). Yield: 94.4%. As a reaction SMILES: C[O-].[Na+].Cl.[CH3:5][O:6][CH2:7][C:8]([NH2:10])=[NH:9].[Cl:11][CH2:12][C:13](=O)[CH2:14][C:15](OCC)=[O:16].Cl>CO.O.CCOCC>[Cl:11][CH2:12][C:13]1[N:10]=[C:8]([CH2:7][O:6][CH3:5])[N:9]=[C:15]([OH:16])[CH:14]=1 |f:0.1,2.3|. Procedure: Sodium methylate (11.90 g, 0.22 mole) was added to a solution of methoxyacetamidine hydrochloride (12.45 g, 0.1 mole) and ethyl 4-chloroacetoacetate (16.50 g, 0.1 mole) in methanol (50 ml) at 5° to 10° C. with stirring. The resulting orange reaction mixture was stirred at 5° to 10° C. for 2 hours and then at 20° C. for 3 hours, and neutralized with conc. hydrochloric acid. The precipitate was filtered, and the filtrate was concentrated under reduced pressure to obtain a residue which was then di... The reactants are O=C([O-])[O-], COc1ccc2c(c1)C(C)(C)CC2=O, CN1CCCC1=O, [K+], [K+], Sc1ccccc1. Yields the product CC1(C)CC(=O)c2ccc(O)cc21. Reaction SMILES: [C:22](=[O:23])([O-:24])[O-:25].[CH3:1][O:2][c:3]1[cH:4][c:5]2[c:9]([cH:10][cH:11]1)[C:8](=[O:12])[CH2:7][C:6]2([CH3:13])[CH3:14].[CH3:28][N:29]1[CH2:30][CH2:31][CH2:32][C:33]1=[O:34].[K+:26].[K+:27].[SH:15][c:16]1[cH:17][cH:18][cH:19][cH:20][cH:21]1>>[OH:2][c:3]1[cH:4][c:5]2[c:9]([cH:10][cH:11]1)[C:8](=[O:12])[CH2:7][C:6]2([CH3:13])[CH3:14].